This data is from the Open Reaction Database (ORD), a public repository of structured organic reaction records. The task is: describe an organic reaction: reactants, conditions, products, and yield Procedure: To a solution of diphenylmethyl 3-methoxyiminomethyl-7-(2-thienylacetamido)-3-cephem-4-carboxylate (887 mg) in benzene (48 ml) are added pyridine (0.26 ml) and phosphorous pentachloride (676 mg) in benzene (48 ml), and the mixture is stirred for 90 minutes. The mixture is diluted with methanol (96 ml), stirred for 2.5 hours, diluted with water (9.6 ml), stirred for 20 minutes, and evaporated at a temperature lower than 40° C. The residue is dissolved in ethyl acetate, washed with water, aqueous ... Reaction SMILES: [CH3:1][O:2][N:3]=[CH:4][C:5]1[CH2:6][S:7][C@@H:8]2[CH:28]([NH:29]C(=O)CC3SC=CC=3)[C:27](=[O:38])[N:9]2[C:10]=1[C:11]([O:13][CH:14]([C:21]1[CH:26]=[CH:25][CH:24]=[CH:23][CH:22]=1)[C:15]1[CH:20]=[CH:19][CH:18]=[CH:17][CH:16]=1)=[O:12].N1C=CC=CC=1.P(Cl)(Cl)(Cl)(Cl)Cl>C1C=CC=CC=1.CO.O>[CH3:1][O:2][N:3]=[CH:4][C:5]1[CH2:6][S:7][C@@H:8]2[CH:28]([NH2:29])[C:27](=[O:38])[N:9]2[C:10]=1[C:11]([O:13][CH:14]([C:15]1[CH:20]=[CH:19][CH:18]=[CH:17][CH:16]=1)[C:21]1[CH:26]=[CH:25][CH:24]=[CH:23][CH:22]=1)=[O:12]. Run in O (water), C1=CC=CC=C1 (benzene), C1=CC=CC=C1 (benzene), CO (methanol). Conditions: time 90 minute. Starting materials: CON=CC=1CS[C@H]2N(C1C(=O)OC(C1=CC=CC=C1)C1=CC=CC=C1)C(C2NC(CC=2SC=CC2)=O)=O (diphenylmethyl 3-methoxyiminomethyl-7-(2-thienylacetamido)-3-cephem-4-carboxylate), N1=CC=CC=C1 (pyridine), P(Cl)(Cl)(Cl)(Cl)Cl (phosphorous pentachloride). The product is CON=CC=1CS[C@H]2N(C1C(=O)OC(C1=CC=CC=C1)C1=CC=CC=C1)C(C2N)=O (diphenylmethyl 3-methoxyiminomethyl-7-amino-3-cephem-4-carboxylate). Yield: 93.2%.